From a dataset of the Open Reaction Database (ORD), a public repository of structured organic reaction records. describe an organic reaction: reactants, conditions, products, and yield The reactants are O(C1=CC=CC=C1)C=1C=[N+](C=C(C1)N1CCNCC1)[O-] (3-phenoxy-5-piperazinylpyridine N-oxide), ClCCl (dichloromethane), [H][H] (hydrogen). Reagents/catalysts: [Pd] (Palladium on charcoal). The solvent is C(C)O (ethanol). Product: Cl.O(C1=CC=CC=C1)C=1C=NC=C(C1)N1CCNCC1 (3-phenoxy-5-piperazinylpyridine monohydrochloride). Reaction SMILES: [O:1]([C:8]1[CH:9]=[N+:10]([O-])[CH:11]=[C:12]([N:14]2[CH2:19][CH2:18][NH:17][CH2:16][CH2:15]2)[CH:13]=1)[C:2]1[CH:7]=[CH:6][CH:5]=[CH:4][CH:3]=1.[Cl:21]CCl.[H][H]>C(O)C.[Pd]>[ClH:21].[O:1]([C:8]1[CH:9]=[N:10][CH:11]=[C:12]([N:14]2[CH2:15][CH2:16][NH:17][CH2:18][CH2:19]2)[CH:13]=1)[C:2]1[CH:3]=[CH:4][CH:5]=[CH:6][CH:7]=1 |f:5.6|. Procedure details: To a solution of 12 g of 3-phenoxy-5-piperazinylpyridine N-oxide and 0.5 g of dichloromethane in 100 ml of ethanol is added 1 g of 20% Palladium on charcoal. The suspension is shaken under a pressure of 50 pounds per square inch of hydrogen atmosphere until no further drop in pressure occurs. The solution is filtered and concentrated in vacuo to give 3-phenoxy-5-piperazinylpyridine monohydrochloride; mp 191°-192.5° C. dec.